The task is: describe an organic reaction: reactants, conditions, products, and yield. This data is from the Open Reaction Database (ORD), a public repository of structured organic reaction records. The reactants are N(CCO)(CCO)CCO (triethanolamine), C(=O)[O-].[NH4+] (ammonium formate), [Mg+2].[Cl-].[Cl-] (MgCl2), [Cl-].[K+] (KCl), P(O)(=O)(OP(=O)(O)OP(=O)(O)O)OC[C@@H]1[C@H]([C@H]([C@@H](O1)N1C=NC=2C(N)=NC=NC12)O)O (ATP), C(=O)N(C1=CC=C(C(N[C@@H](CCC(=O)[O-])C(=O)O)=O)C=C1)CC1CNC=2N=C(N)NC(=O)C2N1 (10-formyltetrahydrofolate), C(=O)[O-].C1CCOC1.P(O)(=O)(OP(=O)(O)OP(=O)(O)O)OC[C@@H]1[C@H]([C@H]([C@@H](O1)N1C=NC=2C(N)=NC=NC12)O)O (formate THF ATP). Solvent: O (water), C1CCOC1 (THF). Run at time 2 minute. The product is C1C(NC2=C(N1)NC(=NC2=O)N)CN(C=O)C3=CC=C(C=C3)C(=O)N[C@@H](CCC(=O)O)C(=O)O (10-formyl-THF). Reaction SMILES: [CH:1]([N:3]([CH2:22][CH:23]1[NH:34][C:33]2[C:31](=[O:32])[NH:30][C:28]([NH2:29])=[N:27][C:26]=2[NH:25][CH2:24]1)[C:4]1[CH:21]=[CH:20][C:7]([C:8](=[O:19])[NH:9][C@H:10]([C:16]([OH:18])=[O:17])[CH2:11][CH2:12][C:13]([O-:15])=[O:14])=[CH:6][CH:5]=1)=[O:2].C([O-])=O.C1COCC1.P(OC[C@H]1O[C@@H](N2C3N=CN=C(N)C=3N=C2)[C@H](O)[C@@H]1O)(OP(OP(O)(O)=O)(O)=O)(=O)O.N(CCO)(CCO)CCO.C([O-])=O.[NH4+].[Mg+2].[Cl-].[Cl-].[Cl-].[K+].P(OC[C@H]1O[C@@H](N2C3N=CN=C(N)C=3N=C2)[C@H](O)[C@@H]1O)(OP(OP(O)(O)=O)(O)=O)(=O)O>O.C1COCC1>[CH2:24]1[NH:25][C:26]2[NH:27][C:28]([NH2:29])=[N:30][C:31](=[O:32])[C:33]=2[NH:34][CH:23]1[CH2:22][N:3]([C:4]1[CH:5]=[CH:6][C:7]([C:8]([NH:9][C@H:10]([C:16]([OH:18])=[O:17])[CH2:11][CH2:12][C:13]([OH:15])=[O:14])=[O:19])=[CH:20][CH:21]=1)[CH:1]=[O:2] |f:1.2.3,5.6,7.8.9,10.11|. Procedure: 10-formyltetrahydrofolate-synthetase catalyzes the reaction, formate+THF+ATP→10-formyl-THF+ADP+Pi. A test tube containing 100 μL 1 M triethanolamine buffer (pH 7.5), 100 μL 1 M ammonium formate (pH 7.5), 100 μL 25 mM MgCl2, 100 μL 2 M KCl, 100 μL 10 mM THF, freshly made 100 μL 20 mM ATP, and 390 μL water was pre-incubated for 2 min at 30° C. A 10 μL aliquot of the extracted sample containing enzyme was added and incubated 15 min at 30° C. The reaction was terminated by adding 2 mL 0.36 N HCl. Th... Reactants: O=C(CC(=O)OCC)C1=C(C(=C(C(=C1)F)F)F)F (ethyl 3-oxo-3-(2,3,4,5-tetrafluorophenyl)propionate), C(OCC)(OCC)OCC (triethyl orthoformate), C(C)(=O)OC(C)=O (acetic anhydride), NC(O)C1CC1 (1-amino-1-cyclopropylmethanol). Conditions: time 1.5 hour. Product: OCC1(CC1)NC=C(C(=O)OCC)C(C1=C(C(=C(C(=C1)F)F)F)F)=O (Ethyl 3-(1-(hydroxymethyl)cyclopropylamino)-2-(2,3,4,5-tetrafluorobenzoyl)-acrylate). As a reaction SMILES: [O:1]=[C:2]([C:9]1[CH:14]=[C:13]([F:15])[C:12]([F:16])=[C:11]([F:17])[C:10]=1[F:18])[CH2:3][C:4]([O:6][CH2:7][CH3:8])=[O:5].C([O:26][CH2:27][CH3:28])(OCC)OCC.[NH2:29][CH:30](C1CC1)O.[C:35](OC(=O)C)(=O)[CH3:36]>>[OH:26][CH2:27][C:28]1([NH:29][CH:30]=[C:3]([C:2](=[O:1])[C:9]2[CH:14]=[C:13]([F:15])[C:12]([F:16])=[C:11]([F:17])[C:10]=2[F:18])[C:4]([O:6][CH2:7][CH3:8])=[O:5])[CH2:36][CH2:35]1. Procedure: A stirred solution of ethyl 3-oxo-3-(2,3,4,5-tetrafluorophenyl)propionate (10.0 g, 37.8 mmol), acetic anhydride (50 mL) and triethyl orthoformate (10.0 mL, 56.7 mmol) was heated at 130° C. for 3 h. The mixture was concentrated and dried under high vacuum for 5 hours. The crude product was dissolved in DCM (50 mL) and then 1-amino-1-cyclopropylmethanol (3.9 g, 45.3 mmol) was added dropwise at room temperature. After 1.5 h, the solvent was removed by evaporation to yield the title compound as a ye... Procedure details: Intermediate 73 was coupled with (tert-butoxycarbonyl-methyl-amino)-acetic acid following procedure K. LC-MS showed the product had the expected M+H+ of 449. 1H NMR (Varian 300 MHz, CDCl3, shifts relative to the solvent peak at 7.24 ppm) δ 8.6 (m, 1H) 8.1 (m, 1H) 8.0 (m, 1H) 7.7 (m, 1H) 7.5 (m, 2H) 4.6 (m, 2H) 4.3 (m, 2H) 4.0 (m, 1H) 3.7 (s, 1H) 3.5 (s, 1H) 3.0 (m, 4H) 1.4 (m, 9H) 1.2 (m, 3H). RXN SMILES: [Cl:1][C:2]1[N:7]=[C:6]([C:8]2[CH:9]=[C:10]([CH:17]=[CH:18][CH:19]=2)[CH2:11][NH:12][C@@H:13]([CH3:16])[CH2:14][OH:15])[CH:5]=[CH:4][N:3]=1.[C:20]([O:24][C:25]([N:27]([CH2:29][C:30](O)=[O:31])[CH3:28])=[O:26])([CH3:23])([CH3:22])[CH3:21]>>[C:20]([O:24][C:25](=[O:26])[N:27]([CH2:29][C:30](=[O:31])[N:12]([CH2:11][C:10]1[CH:17]=[CH:18][CH:19]=[C:8]([C:6]2[CH:5]=[CH:4][N:3]=[C:2]([Cl:1])[N:7]=2)[CH:9]=1)[CH:13]([CH3:16])[CH2:14][OH:15])[CH3:28])([CH3:23])([CH3:21])[CH3:22]. Starting materials: ClC1=NC=CC(=N1)C=1C=C(CN[C@H](CO)C)C=CC1 (2-(S)-[3-(2-Chloro-pyrimidin-4-yl)-benzylamino]-propan-1-ol), C(C)(C)(C)OC(=O)N(C)CC(=O)O ((tert-butoxycarbonyl-methyl-amino)-acetic acid), 449. The product is C(C)(C)(C)OC(N(C)CC(N(C(CO)C)CC1=CC(=CC=C1)C1=NC(=NC=C1)Cl)=O)=O ({[[3-(2-Chloro-pyrimidin-4-yl)-benzyl]-(2-hydroxy-1-methyl-ethyl)-carbamoyl]-methyl}-methyl-carbamic acid tert-butyl ester). Starting materials: NC1=CC=C2C(OC(=O)C2=C1)CCCC (6-Amino-3-butyl-phthalide). The solvent is ClC(=O)OCC (ethyl chloroformate). Yields the product C(CCC)C1OC(=O)C2=CC(=CC=C12)NC(=O)OCC (3-Butyl-6-ethoxyformamido-phthalide). As a reaction SMILES: [NH2:1][C:2]1[CH:11]=[C:10]2[C:5]([CH:6]([CH2:12][CH2:13][CH2:14][CH3:15])[O:7][C:8]2=[O:9])=[CH:4][CH:3]=1>ClC(OCC)=O>[CH2:12]([CH:6]1[C:5]2[C:10](=[CH:11][C:2]([NH:1][C:8]([O:7][CH2:6][CH3:5])=[O:9])=[CH:3][CH:4]=2)[C:8](=[O:9])[O:7]1)[CH2:13][CH2:14][CH3:15]. Procedure details: A mixture of 3.08 g (0.015 mol) of compound obtained in Example 4 and 10 ml of ethyl chloroformate is heated for 10 minutes. The excess ethyl chloroformate is removed in vacuo and the residue is washed with water and crystallised from dilute ethanol to give the title compound. Product: CCCc1ccc(CCC2CCC(CCc3ccccc3C(=O)Cl)CC2)cc1. RXN SMILES: [Al+3:27].[CH2:1]([CH2:2][CH3:3])[c:4]1[cH:5][cH:6][c:7]([CH2:10][CH2:11][CH:12]2[CH2:13][CH2:14][CH:15]([CH2:18][CH2:19][c:20]3[cH:21][cH:22][cH:23][cH:24][cH:25]3)[CH2:16][CH2:17]2)[cH:8][cH:9]1.[CH2:37]([Cl:38])[Cl:39].[Cl-:26].[Cl-:28].[Cl-:29].[Cl:30][C:31](=[O:32])[C:33]([Cl:34])=[O:35].[OH2:36]>>[CH2:1]([CH2:2][CH3:3])[c:4]1[cH:5][cH:6][c:7]([CH2:10][CH2:11][CH:12]2[CH2:13][CH2:14][CH:15]([CH2:18][CH2:19][c:20]3[cH:21][cH:22][cH:23][cH:24][c:25]3[C:31]([Cl:30])=[O:32])[CH2:16][CH2:17]2)[cH:8][cH:9]1. Reactants: [Al+3], CCCc1ccc(CCC2CCC(CCc3ccccc3)CC2)cc1, ClCCl, [Cl-], [Cl-], [Cl-], O=C(Cl)C(=O)Cl, O.